This data is from the Open Reaction Database (ORD), a public repository of structured organic reaction records. The task is: describe an organic reaction: reactants, conditions, products, and yield Starting materials: O (water), C1CCC(CC1)N (4-Cyclohexylamine), C(C)OC(=O)C1C(CCCC1)=O (2-ethoxycarbonylcyclohexanone), O.C1(=CC=C(C=C1)S(=O)(=O)O)C (p-toluenesulfonic acid monohydrate). Run in C1=CC=CC=C1 (benzene). Conditions: time 4 hour. Yields the product C1(CCCCC1)C1=CC=C2N=C3CCCCC3=C(C2=C1)O (7-Cyclohexyl-9-hydroxy-1,2,3,4-tetrahydroacridine). RXN SMILES: [CH2:1]1[CH2:6][CH2:5][CH:4]([NH2:7])[CH2:3][CH2:2]1.C(O[C:11]([CH:13]1[CH2:18][CH2:17][CH2:16][CH2:15][C:14]1=O)=[O:12])C.O.[C:21]1(C)[CH:26]=[CH:25][C:24](S(O)(=O)=O)=[CH:23][CH:22]=1.O>C1C=CC=CC=1>[CH:21]1([C:1]2[CH:6]=[C:5]3[C:4]([N:7]=[C:14]4[C:13](=[C:11]3[OH:12])[CH2:18][CH2:17][CH2:16][CH2:15]4)=[CH:3][CH:2]=2)[CH2:26][CH2:25][CH2:24][CH2:23][CH2:22]1 |f:2.3|. Procedure details: 4-Cyclohexylamine (23.15 g) and 2-ethoxycarbonylcyclohexanone (25.0 g) were stirred in 100 mL of benzene containing 0.20 g of p-toluenesulfonic acid monohydrate. After stirring for 4 hours at room temperature the reaction mixture was refluxed for 3 hours with the separation of water. At the end of this time the benzene was evaporated and the residue was dissolved in 150 mL of phenyl ether and the resultant mixture refluxed for 30 minutes. The product which separated upon cooling was filtered off... Reactants: C=C1C=C2CC[C@H]3[C@@H]4CCC([C@@]4(C)CC[C@@H]3[C@]2(CC1)CC#C)=O (3-methylene-10β-propargyl-estra-4-ene-17-one), C(C#C)[C@]12CCC(C=C1CC[C@H]1[C@@H]3CCC([C@@]3(C)CC[C@H]21)=O)=O (10β-propargyl-estra-4-ene-3,17-dione), compound 12. The product is C=C1C=C2CC[C@H]3[C@@H]4CC[C@@H]([C@@]4(C)CC[C@@H]3[C@]2(CC1)CC#C)O (3-methylene-10β-propargyl-estra-4-ene-17β-ol), compound 8. RXN SMILES: C([C@@]12[C@@H]3[C@H]([C@H]4[C@@](CC3)(C)C(=O)CC4)CCC1=CC(=O)CC2)C#C.[CH2:24]=[C:25]1[CH2:42][CH2:41][C@@:40]2([CH2:43][C:44]#[CH:45])[C:27]([CH2:28][CH2:29][C@@H:30]3[C@@H:39]2[CH2:38][CH2:37][C@@:35]2([CH3:36])[C@H:31]3[CH2:32][CH2:33][C:34]2=[O:46])=[CH:26]1>>[CH2:24]=[C:25]1[CH2:42][CH2:41][C@@:40]2([CH2:43][C:44]#[CH:45])[C:27]([CH2:28][CH2:29][C@@H:30]3[C@@H:39]2[CH2:38][CH2:37][C@@:35]2([CH3:36])[C@H:31]3[CH2:32][CH2:33][C@@H:34]2[OH:46])=[CH:26]1. Procedure details: The compound 10β-propargyl-estra-4-ene-3,17-dione which is described by Convey et al in J. Biol. Chem., 256, 1076 (1981) is converted to compound 12, which is 3-methylene-10β-propargyl-estra-4-ene-17-one. This latter compound is reduced to form 3-methylene-10β-propargyl-estra-4-ene-17β-ol, compound 8. Reactants: C(N)(=O)C=1C(=NC(=NC1NN)SC)NC1=C(C=C(C=C1F)N1CCN(CC1)C(=O)OC(C)(C)C)F (tert-butyl 4-(4-(5-carbamoyl-6-hydrazinyl-2-(methylthio)pyrimidin-4-ylamino)-3,5-difluorophenyl)piperazine-1-carboxylate), COC(OC)OC (trimethoxymethane). The solvent is CN(C=O)C (N,N-dimethylformamide). Yields the product C(N)(=O)C=1C=2N(C(=NC1NC1=C(C=C(C=C1F)N1CCN(CC1)C(=O)OC(C)(C)C)F)SC)C=NN2 (tert-butyl 4-(4-(8-carbamoyl-5-(methylthio)-[1,2,4]triazolo[4,3-c]pyrimidin-7-ylamino)-3,5-difluorophenyl)piperazine-1-carboxylate). Reaction SMILES: [C:1]([C:4]1[C:5]([NH:14][C:15]2[C:20]([F:21])=[CH:19][C:18]([N:22]3[CH2:27][CH2:26][N:25]([C:28]([O:30][C:31]([CH3:34])([CH3:33])[CH3:32])=[O:29])[CH2:24][CH2:23]3)=[CH:17][C:16]=2[F:35])=[N:6][C:7]([S:12][CH3:13])=[N:8][C:9]=1[NH:10][NH2:11])(=[O:3])[NH2:2].[CH3:36]OC(OC)OC>CN(C)C=O>[C:1]([C:4]1[C:9]2[N:8]([CH:36]=[N:11][N:10]=2)[C:7]([S:12][CH3:13])=[N:6][C:5]=1[NH:14][C:15]1[C:16]([F:35])=[CH:17][C:18]([N:22]2[CH2:23][CH2:24][N:25]([C:28]([O:30][C:31]([CH3:32])([CH3:34])[CH3:33])=[O:29])[CH2:26][CH2:27]2)=[CH:19][C:20]=1[F:21])(=[O:3])[NH2:2]. Procedure details: A solution of the product of Example 16F (615 mg, 1.2 mmol) and trimethoxymethane (5 g, 46.9 mmol) in N,N-dimethylformamide (10 mL) was stirred at ambient temperature for 1 hour and at 55° C. for 3 hours. The mixture was filtered to give the title compound. MS: 495 (M+H+). Starting materials: COc1ccccc1-c1cc(-c2ccccc2)cc2c1OC(COS(=O)(=O)c1ccc(C)cc1)C2, CN, Cl. Product: CNCC1Cc2cc(-c3ccccc3)cc(-c3ccccc3OC)c2O1. As a reaction SMILES: [CH3:2][O:3][c:4]1[c:5](-[c:10]2[cH:11][c:12](-[c:31]3[cH:32][cH:33][cH:34][cH:35][cH:36]3)[cH:13][c:14]3[c:18]2[O:17][CH:16]([CH2:19][O:20][S:21]([c:22]2[cH:23][cH:24][c:25]([CH3:26])[cH:27][cH:28]2)(=[O:29])=[O:30])[CH2:15]3)[cH:6][cH:7][cH:8][cH:9]1.[CH3:37][NH2:38].[ClH:1]>>[CH3:2][O:3][c:4]1[c:5](-[c:10]2[cH:11][c:12](-[c:31]3[cH:32][cH:33][cH:34][cH:35][cH:36]3)[cH:13][c:14]3[c:18]2[O:17][CH:16]([CH2:19][NH:38][CH3:37])[CH2:15]3)[cH:6][cH:7][cH:8][cH:9]1.